Dataset: the Open Reaction Database (ORD), a public repository of structured organic reaction records. Task: describe an organic reaction: reactants, conditions, products, and yield Reactants: COCC#C (3-methoxyprop-1-yne), tetrakistriphenylphosphine palladium (0), C([O-])([O-])=O.[K+].[K+] (potassium carbonate), ClC1=NC(=NC(=C1)N1CCOCC1)N1C(=NC2=C1C=CC=C2)C(F)F (1-[4-Chloro-6-(morpholin-4-yl)pyrimidin-2-yl]-2-(difluoromethyl)-1H-benzimidazole), [Cl-].[NH4+] (ammonium chloride). The reagents and catalysts are [Cu]I (copper (I) iodide). The solvent is CN(C=O)C (dimethylformamide), C(Cl)(Cl)Cl (chloroform). Conditions: temperature 80 celsius, time 1 hour. Product: FC(C1=NC2=C(N1C1=NC(=CC(=N1)C#CCOC)N1CCOCC1)C=CC=C2)F (2-(difluoromethyl)-1-[4-(3-methoxyprop-1-yn-1-yl)-6-(morpholin-4-yl)pyrimidin-2-yl]-1H-benzimidazole). As a reaction SMILES: Cl[C:2]1[CH:7]=[C:6]([N:8]2[CH2:13][CH2:12][O:11][CH2:10][CH2:9]2)[N:5]=[C:4]([N:14]2[C:18]3[CH:19]=[CH:20][CH:21]=[CH:22][C:17]=3[N:16]=[C:15]2[CH:23]([F:25])[F:24])[N:3]=1.[CH3:26][O:27][CH2:28][C:29]#[CH:30].C(=O)([O-])[O-].[K+].[K+].[Cl-].[NH4+]>CN(C)C=O.[Cu]I.C(Cl)(Cl)Cl>[F:24][CH:23]([F:25])[C:15]1[N:14]([C:4]2[N:3]=[C:2]([C:30]#[C:29][CH2:28][O:27][CH3:26])[CH:7]=[C:6]([N:8]3[CH2:13][CH2:12][O:11][CH2:10][CH2:9]3)[N:5]=2)[C:18]2[CH:19]=[CH:20][CH:21]=[CH:22][C:17]=2[N:16]=1 |f:2.3.4,5.6|. Procedure details: 1-[4-Chloro-6-(morpholin-4-yl)pyrimidin-2-yl]-2-(difluoromethyl)-1H-benzimidazole (100 mg) was dissolved in dimethylformamide (1 mL), and 3-methoxyprop-1-yne (45 μL), tetrakistriphenylphosphine palladium (0) (16 mg), copper (I) iodide (1.3 mg), and potassium carbonate (227 mg) were added thereto, followed by stirring in a microwave reactor at 80° C. for 1 hour. An aqueous ammonium chloride solution and chloroform were added thereto, and the organic layer was extracted, washed with saturated brin... Starting materials: C(C1=CC=CC=C1)N([C@H]1COC2=C(C=3N(C1)C=1C=C(C=CC1C3C3CCCCC3)C(=O)OC)C=CC(=C2)F)CCNC(=O)OC(C)(C)C (methyl (7R)-7-(benzyl{2-[(tert-butoxycarbonyl)amino]ethyl}amino)-14-cyclohexyl-3-fluoro-7,8-dihydro-6H-indolo[1,2-e][1,5]benzoxazocine-11-carboxylate), [OH-].[K+] (KOH), Cl (HCl). Run in O1CCOCC1 (dioxane). Run at temperature 60 celsius. Yields the product C(C1=CC=CC=C1)N([C@H]1COC2=C(C=3N(C1)C=1C=C(C=CC1C3C3CCCCC3)C(=O)O)C=CC(=C2)F)CCNC(=O)OC(C)(C)C ((7R)-7-(benzyl{2-[(tert-butoxycarbonyl)amino]ethyl}amino)-14-cyclohexyl-3-fluoro-7,8-dihydro-6H-indolo[1,2-e][1,5]benzoxazocine-11-carboxylic acid). RXN SMILES: [CH2:1]([N:8]([CH2:39][CH2:40][NH:41][C:42]([O:44][C:45]([CH3:48])([CH3:47])[CH3:46])=[O:43])[C@@H:9]1[CH2:16][N:15]2[C:17]3[CH:18]=[C:19]([C:30]([O:32]C)=[O:31])[CH:20]=[CH:21][C:22]=3[C:23]([CH:24]3[CH2:29][CH2:28][CH2:27][CH2:26][CH2:25]3)=[C:14]2[C:13]2[CH:34]=[CH:35][C:36]([F:38])=[CH:37][C:12]=2[O:11][CH2:10]1)[C:2]1[CH:7]=[CH:6][CH:5]=[CH:4][CH:3]=1.[OH-].[K+].Cl>O1CCOCC1>[CH2:1]([N:8]([CH2:39][CH2:40][NH:41][C:42]([O:44][C:45]([CH3:48])([CH3:47])[CH3:46])=[O:43])[C@@H:9]1[CH2:16][N:15]2[C:17]3[CH:18]=[C:19]([C:30]([OH:32])=[O:31])[CH:20]=[CH:21][C:22]=3[C:23]([CH:24]3[CH2:25][CH2:26][CH2:27][CH2:28][CH2:29]3)=[C:14]2[C:13]2[CH:34]=[CH:35][C:36]([F:38])=[CH:37][C:12]=2[O:11][CH2:10]1)[C:2]1[CH:7]=[CH:6][CH:5]=[CH:4][CH:3]=1 |f:1.2|. Procedure details: To a solution of methyl (7R)-7-(benzyl{2-[(tert-butoxycarbonyl)amino]ethyl}amino)-14-cyclohexyl-3-fluoro-7,8-dihydro-6H-indolo[1,2-e][1,5]benzoxazocine-11-carboxylate in dioxane (0.1 M) was added 2M KOH aqueous solution (3 eq). The mixture was warmed to 60° C. After 2 h the mixture was neutralized by addition of 1N aqueous HCl and all volatiles were evaporated in vacuo. The residual material was taken up with EtOAc and water. The organic phase was separated and the aqueous layer was extracted wi... Starting materials: C(C1=CC=CC=C1)(=O)NC1=C(C=C(C=C1)[N+](=O)[O-])OC (N-benzoyl 2-methoxy-4-nitroaniline), [Sn](Cl)Cl (tin (II) chloride), N (ammonia). Solvent: C(C)(=O)OCC (ethyl acetate). The product is Cl.C(C1=CC=CC=C1)(=O)NC1=C(C=C(C=C1)N)OC (N-benzoyl 2-methoxy-4-aminoaniline hydrochloride). The yield is 39.4%. Reaction SMILES: [C:1]([NH:9][C:10]1[CH:15]=[CH:14][C:13]([N+:16]([O-])=O)=[CH:12][C:11]=1[O:19][CH3:20])(=[O:8])[C:2]1[CH:7]=[CH:6][CH:5]=[CH:4][CH:3]=1.[Sn](Cl)[Cl:22].N>C(OCC)(=O)C>[ClH:22].[C:1]([NH:9][C:10]1[CH:15]=[CH:14][C:13]([NH2:16])=[CH:12][C:11]=1[O:19][CH3:20])(=[O:8])[C:2]1[CH:3]=[CH:4][CH:5]=[CH:6][CH:7]=1 |f:4.5|. Reported procedure: A mixture of N-benzoyl 2-methoxy-4-nitroaniline (2.63 g, 9.66 mmol) and tin (II) chloride (10.9 g, 48.3 .mmol) were heated in ethyl acetate (200 ml) at reflux for 4 hours under an inert atmosphere. The reaction was allowed to cool to ambient temperature and concentrated aqueous ammonia (20 ml) was added. The reaction was filtered, the solid material was washed with ethyl acetate (3×30 ml) and then the combined organic layers were evaporated in vacuo. The orange solid was dissolved in ethyl aceta... Reactants: ClC1=CC=C(C=C1)Cl (1,4-dichlorobenzene), [Cl-].[Al+3].[Cl-].[Cl-] (aluminum chloride), Cl (hydrochloric acid), ClC1CCCCC1 (chlorocyclohexane). The solvent is C(=S)=S (carbon disulfide). Run at time 3 hour. The product is ClC1=C(C=C(C=C1)Cl)C1CCCCC1 (1,4-dichloro-2-cyclohexylbenzene). Yield: 25.3%. RXN SMILES: [Cl:1][C:2]1[CH:7]=[CH:6][C:5]([Cl:8])=[CH:4][CH:3]=1.[Cl-].[Al+3].[Cl-].[Cl-].Cl[CH:14]1[CH2:19][CH2:18][CH2:17][CH2:16][CH2:15]1.Cl>C(=S)=S>[Cl:1][C:2]1[CH:7]=[CH:6][C:5]([Cl:8])=[CH:4][C:3]=1[CH:14]1[CH2:19][CH2:18][CH2:17][CH2:16][CH2:15]1 |f:1.2.3.4|. Procedure: To a solution of 1,4-dichlorobenzene (294 g) in anhydrous carbon disulfide (400 ml) was added anhydrous aluminum chloride (16.0 g). To the mixture was added dropwise chlorocyclohexane (96 g) with stirring at ambient temperature during 3 hours. After the stirring was continued for 3 hours at ambient temperature, the reaction mixture was allowed to stand overnight at ambient temperature. To the reaction mixture was added dil.hydrochloric acid with stirring. The organic layer was separated, washed ... Reactants: OCC1(Br)C=CC=C(F)C1, ClC(Cl)Cl, BrP(Br)Br, c1ccncc1. Yields the product FC1=CC=CC(Br)(CBr)C1. RXN SMILES: [Br:1][C:2]1([CH2:3][OH:4])[CH2:5][C:6]([F:10])=[CH:7][CH:8]=[CH:9]1.[CH:21]([Cl:22])([Cl:23])[Cl:24].[P:17]([Br:18])([Br:19])[Br:20].[cH:11]1[cH:12][cH:13][n:14][cH:15][cH:16]1>>[Br:1][C:2]1([CH2:3][Br:18])[CH2:5][C:6]([F:10])=[CH:7][CH:8]=[CH:9]1. Starting materials: COC(=O)c1ccccc1C(=O)c1ccc(F)cc1, [H-], [Na+], CN(C)C=O, c1c[nH]cn1. The product is COC(=O)c1ccccc1C(=O)c1ccc(-n2ccnc2)cc1. As a reaction SMILES: [CH3:1][O:2][C:3]([c:4]1[c:5]([C:10]([c:11]2[cH:12][cH:13][c:14]([F:17])[cH:15][cH:16]2)=[O:18])[cH:6][cH:7][cH:8][cH:9]1)=[O:19].[H-:21].[Na+:20].[O:27]=[CH:28][N:29]([CH3:30])[CH3:31].[nH:22]1[cH:23][n:24][cH:25][cH:26]1>>[CH3:1][O:2][C:3]([c:4]1[c:5]([C:10]([c:11]2[cH:12][cH:13][c:14](-[n:22]3[cH:23][n:24][cH:25][cH:26]3)[cH:15][cH:16]2)=[O:18])[cH:6][cH:7][cH:8][cH:9]1)=[O:19].